From a dataset of the Open Reaction Database (ORD), a public repository of structured organic reaction records. describe an organic reaction: reactants, conditions, products, and yield The reactants are Brc1cccnc1, CC(C)(C)[O-], Cc1ccccc1, CC(C)(C)OC(=O)N1CCNCC1, [Na+], O=C(C=Cc1ccccc1)C=Cc1ccccc1, O=C(C=Cc1ccccc1)C=Cc1ccccc1, O=C(C=Cc1ccccc1)C=Cc1ccccc1, [Pd], [Pd], c1ccc(P(c2ccccc2)c2ccc3ccccc3c2-c2c(P(c3ccccc3)c3ccccc3)ccc3ccccc23)cc1. Yields the product CC(C)(C)OC(=O)N1CCN(c2cccnc2)CC1. RXN SMILES: [Br:1][c:2]1[cH:3][n:4][cH:5][cH:6][cH:7]1.[CH3:21][C:22]([CH3:23])([O-:24])[CH3:25].[CH3:73][c:74]1[cH:75][cH:76][cH:77][cH:78][cH:79]1.[N:8]1([C:14](=[O:15])[O:16][C:17]([CH3:18])([CH3:19])[CH3:20])[CH2:9][CH2:10][NH:11][CH2:12][CH2:13]1.[Na+:26].[O:100]=[C:101]([CH:102]=[CH:103][c:104]1[cH:105][cH:106][cH:107][cH:108][cH:109]1)[CH:110]=[CH:111][c:112]1[cH:113][cH:114][cH:115][cH:116][cH:117]1.[O:118]=[C:119]([CH:120]=[CH:121][c:122]1[cH:123][cH:124][cH:125][cH:126][cH:127]1)[CH:128]=[CH:129][c:130]1[cH:131][cH:132][cH:133][cH:134][cH:135]1.[O:82]=[C:83]([CH:84]=[CH:85][c:86]1[cH:87][cH:88][cH:89][cH:90][cH:91]1)[CH:92]=[CH:93][c:94]1[cH:95][cH:96][cH:97][cH:98][cH:99]1.[Pd:80].[Pd:81].[c:27]1([P:28]([c:29]2[cH:30][cH:31][cH:32][cH:33][cH:34]2)[c:35]2[cH:36][cH:37][c:38]3[c:39]([cH:40][cH:41][cH:42][cH:43]3)[c:44]2-[c:45]2[c:46]3[c:47]([cH:48][cH:49][cH:50][cH:51]3)[cH:52][cH:53][c:54]2[P:55]([c:56]2[cH:57][cH:58][cH:59][cH:60][cH:61]2)[c:62]2[cH:63][cH:64][cH:65][cH:66][cH:67]2)[cH:68][cH:69][cH:70][cH:71][cH:72]1>>[c:2]1([N:11]2[CH2:10][CH2:9][N:8]([C:14](=[O:15])[O:16][C:17]([CH3:18])([CH3:19])[CH3:20])[CH2:13][CH2:12]2)[cH:3][n:4][cH:5][cH:6][cH:7]1. Starting materials: ClC1=NC=C(C(N1C)=O)OC (2-chloro-5-methoxy-3-methylpyrimidin-4(3H)-one), O(C1=CC=CC=C1)C1=CC=C(C=C1)B(O)O (4-phenoxyphenylboronic acid), C(=O)([O-])[O-].[Cs+].[Cs+] (Cs2CO3). The reagents and catalysts are ClCCl.[Pd](Cl)Cl.C1(=CC=CC=C1)P([C-]1C=CC=C1)C1=CC=CC=C1.[C-]1(C=CC=C1)P(C1=CC=CC=C1)C1=CC=CC=C1.[Fe+2] (1,1′-bis(diphenylphosphino)ferrocene-palladium(II)dichloride dichloromethane). The solvent is C1CCOC1 (THF), O (water). Reaction conditions: temperature 120 celsius. The product is COC=1C(N(C(=NC1)C1=CC=C(C=C1)OC1=CC=CC=C1)C)=O (5-methoxy-3-methyl-2-(4-phenoxyphenyl)pyrimidin-4(3H)-one). The yield is 100.3%. Reaction SMILES: Cl[C:2]1[N:7]([CH3:8])[C:6](=[O:9])[C:5]([O:10][CH3:11])=[CH:4][N:3]=1.[O:12]([C:19]1[CH:24]=[CH:23][C:22](B(O)O)=[CH:21][CH:20]=1)[C:13]1[CH:18]=[CH:17][CH:16]=[CH:15][CH:14]=1.C([O-])([O-])=O.[Cs+].[Cs+]>C1COCC1.O.ClCCl.[Pd](Cl)Cl.C1(P(C2C=CC=CC=2)[C-]2C=CC=C2)C=CC=CC=1.[C-]1(P(C2C=CC=CC=2)C2C=CC=CC=2)C=CC=C1.[Fe+2]>[CH3:11][O:10][C:5]1[C:6](=[O:9])[N:7]([CH3:8])[C:2]([C:22]2[CH:23]=[CH:24][C:19]([O:12][C:13]3[CH:18]=[CH:17][CH:16]=[CH:15][CH:14]=3)=[CH:20][CH:21]=2)=[N:3][CH:4]=1 |f:2.3.4,7.8.9.10.11|. Procedure: To a solution of 750 mg (4.30 mmol) 2-chloro-5-methoxy-3-methylpyrimidin-4(3H)-one in 20 ml THF was added 314 mg (0.430 mmol) 1,1′-bis(diphenylphosphino)ferrocene-palladium(II)dichloride dichloromethane adduct, 1.83 g (8.59 mmol) 4-phenoxyphenylboronic acid, and 4.30 ml (4.30 mmol) M aq Cs2CO3. The reaction mixture was heated to 120° C. for 15 min in the microwave, then diluted with 10 ml water, extracted with 50 ml EtOAc, dried over Na2SO4, filtered, and concentrated in vacuo to give 1.33 g (10... Reagents/catalysts: [Pd] (palladium). Starting materials: C(CCC)OC1=NC=C(C=C1)N (2-n-butoxy-5-aminopyridine), CN1CC(C[C@@H]2C=3C=CC=C4NC=C(C[C@@H]12)C34)=O (6-methyl-8-oxo-ergoline). Reaction SMILES: [CH2:1]([O:5][C:6]1[CH:11]=[CH:10][C:9]([NH2:12])=[CH:8][N:7]=1)[CH2:2][CH2:3][CH3:4].[CH3:13][N:14]1[C@H:28]2[C@@H:18]([C:19]3[CH:20]=[CH:21][CH:22]=[C:23]4[C:29]=3[C:26]([CH2:27]2)=[CH:25][NH:24]4)[CH2:17][C:16](=O)[CH2:15]1>[Pd]>[CH3:13][N:14]1[C@H:28]2[C@@H:18]([C:19]3[CH:20]=[CH:21][CH:22]=[C:23]4[C:29]=3[C:26]([CH2:27]2)=[CH:25][NH:24]4)[CH2:17][CH:16]([NH:12][C:9]2[CH:10]=[CH:11][C:6]([O:5][CH2:1][CH2:2][CH2:3][CH3:4])=[N:7][CH:8]=2)[CH2:15]1. Procedure: The following compounds (isomers Ia and Ib) are obtained in a manner analogous to that described in Example 3, from 2-n-butoxy-5-aminopyridine and 6-methyl-8-oxo-ergoline in the presence of palladium: The product is CN1CC(C[C@@H]2C=3C=CC=C4NC=C(C[C@@H]12)C34)NC=3C=CC(=NC3)OCCCC (6-methyl-8-(2-n-butoxy-5-pyridylamino)ergoline). The reactants are CCOc1cc(C(C)(C)C)ncc1C1=NC(C)(c2ccc(Cl)cc2)C(C)(c2ccc(Cl)cc2)N1C(=O)N1CCC(CC(=O)O)CC1, Cc1cc(F)cc(CN)c1. Yields the product CCOc1cc(C(C)(C)C)ncc1C1=NC(C)(c2ccc(Cl)cc2)C(C)(c2ccc(Cl)cc2)N1C(=O)N1CCC(CC(=O)NCc2cc(C)cc(F)c2)CC1. As a reaction SMILES: [C:1]([CH3:2])([CH3:3])([CH3:4])[c:5]1[cH:6][c:7]([O:44][CH2:45][CH3:46])[c:8]([C:11]2=[N:15][C:14]([CH3:16])([c:17]3[cH:18][cH:19][c:20]([Cl:23])[cH:21][cH:22]3)[C:13]([CH3:24])([c:25]3[cH:26][cH:27][c:28]([Cl:31])[cH:29][cH:30]3)[N:12]2[C:32](=[O:33])[N:34]2[CH2:35][CH2:36][CH:37]([CH2:40][C:41](=[O:42])[OH:43])[CH2:38][CH2:39]2)[cH:9][n:10]1.[F:47][c:48]1[cH:49][c:50]([CH2:51][NH2:52])[cH:53][c:54]([CH3:56])[cH:55]1>>[C:1]([CH3:2])([CH3:3])([CH3:4])[c:5]1[cH:6][c:7]([O:44][CH2:45][CH3:46])[c:8]([C:11]2=[N:15][C:14]([CH3:16])([c:17]3[cH:18][cH:19][c:20]([Cl:23])[cH:21][cH:22]3)[C:13]([CH3:24])([c:25]3[cH:26][cH:27][c:28]([Cl:31])[cH:29][cH:30]3)[N:12]2[C:32](=[O:33])[N:34]2[CH2:35][CH2:36][CH:37]([CH2:40][C:41](=[O:42])[NH:52][CH2:51][c:50]3[cH:49][c:48]([F:47])[cH:55][c:54]([CH3:56])[cH:53]3)[CH2:38][CH2:39]2)[cH:9][n:10]1. Reactants: BrBr (bromine), C(#N)C(=NC=C(C1=CC=CC=C1)N1CCOCC1)C(=O)OCC (1-cyano-1-ethoxycarbonyl-4-morpholino-4-phenyl-2-aza-1,3-butadiene), C(Cl)Cl (methylene chloride), N (ammonia). Solvent: C(C)O (ethanol). The product is C(#N)C(=NC=CC1=CC=CC=C1)C(=O)OCC (1-cyano-1-ethoxycarbonyl-4-phenyl-2-aza-1,3-butadiene). As a reaction SMILES: BrBr.[C:3]([C:5]([C:21]([O:23][CH2:24][CH3:25])=[O:22])=[N:6][CH:7]=[C:8](N1CCOCC1)[C:9]1[CH:14]=[CH:13][CH:12]=[CH:11][CH:10]=1)#[N:4].C(Cl)Cl.N>C(O)C>[C:3]([C:5]([C:21]([O:23][CH2:24][CH3:25])=[O:22])=[N:6][CH:7]=[CH:8][C:9]1[CH:14]=[CH:13][CH:12]=[CH:11][CH:10]=1)#[N:4]. Procedure: A reactor provided with a stirring device, a bromine feed and a calcium chloride tube, is filled with a solution of 6.3 parts of 1-cyano-1-ethoxycarbonyl-4-morpholino-4-phenyl-2-aza-1,3-butadiene in 63 parts by volume of dry methylene chloride. 1.4 parts by weight of ammonia (in the form of a concentrated solution in ethanol) are added at the ambient temperature over a period of three days. Starting materials: BrB(Br)Br, CCOc1ccc(Br)c(OCC)c1C(=O)NCC1CCCN1CC, ClCCl, Cl. Yields the product CCOc1ccc(Br)c(O)c1C(=O)NCC1CCCN1CC. As a reaction SMILES: [B:26]([Br:27])([Br:28])[Br:29].[CH2:2]([CH3:3])[N:4]1[CH:5]([CH2:9][NH:10][C:11]([c:12]2[c:13]([O:22][CH2:23][CH3:24])[c:14]([Br:21])[cH:15][cH:16][c:17]2[O:18][CH2:19][CH3:20])=[O:25])[CH2:6][CH2:7][CH2:8]1.[CH2:30]([Cl:31])[Cl:32].[ClH:1]>>[CH2:2]([CH3:3])[N:4]1[CH:5]([CH2:9][NH:10][C:11]([c:12]2[c:13]([OH:22])[c:14]([Br:21])[cH:15][cH:16][c:17]2[O:18][CH2:19][CH3:20])=[O:25])[CH2:6][CH2:7][CH2:8]1.